From a dataset of the Open Reaction Database (ORD), a public repository of structured organic reaction records. describe an organic reaction: reactants, conditions, products, and yield Starting materials: C(=O)O (formic acid), C(C1=CC=CC=C1)N1C[C@@H](CCC1)OC=1C2=C(N=CN1)OC(=C2C2=CC=C(C=C2)OC)C2=C(C=CC=C2)F (4-{[(3R)-1-benzylpiperidin-3-yl]oxy}-6-(2-fluorophenyl)-5-(4-methoxyphenyl)furo[2,3-d]-pyrimidine), solution, C(=O)O (formic acid). The reagents and catalysts are [Pd] (palladium black), [Pd] (palladium black). Solvent: CO (methanol). Run at time 5 hour. Product: FC1=C(C=CC=C1)C1=C(C2=C(N=CN=C2O[C@H]2CNCCC2)O1)C1=CC=C(C=C1)OC (6-(2-Fluorophenyl)-5-(4-methoxyphenyl)-4-[(3R)-piperidin-3-yloxy]furo[2,3-d]pyrimidine). RXN SMILES: C([N:8]1[CH2:13][CH2:12][CH2:11][C@@H:10]([O:14][C:15]2[C:16]3[C:23]([C:24]4[CH:29]=[CH:28][C:27]([O:30][CH3:31])=[CH:26][CH:25]=4)=[C:22]([C:32]4[CH:37]=[CH:36][CH:35]=[CH:34][C:33]=4[F:38])[O:21][C:17]=3[N:18]=[CH:19][N:20]=2)[CH2:9]1)C1C=CC=CC=1.C(O)=O>CO.[Pd]>[F:38][C:33]1[CH:34]=[CH:35][CH:36]=[CH:37][C:32]=1[C:22]1[O:21][C:17]2[N:18]=[CH:19][N:20]=[C:15]([O:14][C@@H:10]3[CH2:11][CH2:12][CH2:13][NH:8][CH2:9]3)[C:16]=2[C:23]=1[C:24]1[CH:25]=[CH:26][C:27]([O:30][CH3:31])=[CH:28][CH:29]=1. Procedure: Add 300 mg of palladium black to an argon-blanketed solution of 2600 mg (4.69 mmol) of 4-{[(3R)-1-benzylpiperidin-3-yl]oxy}-6-(2-fluorophenyl)-5-(4-methoxyphenyl)furo[2,3-d]-pyrimidine in 25 ml of a 4.4% solution of formic acid in methanol and stir at room temperature for five hours. Then add another 300 mg of palladium black and 0.9 ml of formic acid and stir at room temperature for a further 16 hours. After filtering off the catalyst, wash the catalyst residue with methanol/water. Concentrate ... Reactants: ClC=1C2=C(N=CN1)C(=CN2)C(C(F)(F)F)(O)C=2C=C1C=NN(C1=CC2)C2=CC=C(C=C2)F (1-(4-chloro-5H-pyrrolo[3,2-d]pyrimidin-7-yl)-2,2,2-trifluoro-1-[1-(4-fluorophenyl)-1H-indazol-5-yl]ethanol), FC(C(=O)O)(F)F (trifluoroacetic acid). Solvent: O (water), O1CCOCC1 (dioxane), C(=O)(O)[O-].[Na+] (NaHCO3). Conditions: temperature 70 celsius, time 18 hour. The product is FC(C(O)(C=1C=C2C=NN(C2=CC1)C1=CC=C(C=C1)F)C1=CNC2=C1N=CNC2=O)(F)F (7-{2,2,2-Trifluoro-1-[1-(4-fluorophenyl)-1H-indazol-5-yl]-1-hydroxyethyl}-3,5-dihydropyrrolo[3,2-d]pyrimidin-4-one). Yield: 44.0%. RXN SMILES: Cl[C:2]1[C:3]2[NH:10][CH:9]=[C:8]([C:11]([C:17]3[CH:18]=[C:19]4[C:23](=[CH:24][CH:25]=3)[N:22]([C:26]3[CH:31]=[CH:30][C:29]([F:32])=[CH:28][CH:27]=3)[N:21]=[CH:20]4)([OH:16])[C:12]([F:15])([F:14])[F:13])[C:4]=2[N:5]=[CH:6][N:7]=1.FC(F)(F)C(O)=[O:36]>O.O1CCOCC1.C([O-])(O)=O.[Na+]>[F:13][C:12]([F:15])([F:14])[C:11]([C:8]1[C:4]2[N:5]=[CH:6][NH:7][C:2](=[O:36])[C:3]=2[NH:10][CH:9]=1)([C:17]1[CH:18]=[C:19]2[C:23](=[CH:24][CH:25]=1)[N:22]([C:26]1[CH:27]=[CH:28][C:29]([F:32])=[CH:30][CH:31]=1)[N:21]=[CH:20]2)[OH:16] |f:4.5|. Procedure details: A mixture of 1-(4-chloro-5H-pyrrolo[3,2-d]pyrimidin-7-yl)-2,2,2-trifluoro-1-[1-(4-fluorophenyl)-1H-indazol-5-yl]ethanol (43 mg, 0.09 mmol) and 1 mL of trifluoroacetic acid in 1 mL of water and 2 mL of dioxane was warmed at 70° C. After 18 hours, the reaction was diluted with saturated NaHCO3 and extracted with EtOAc. The combined organic layers were dried, filtered, and concentrated in vacuo. The residue was dissolved in 1 mL of DMF and purified by reverse phase HPLC (5-95% CH3CN/water+0.1% TFA)...